From a dataset of the Open Reaction Database (ORD), a public repository of structured organic reaction records. describe an organic reaction: reactants, conditions, products, and yield The product is COC(=O)c1ccc(-c2ccc(OC)cc2N)cc1. Reactants: COC(=O)c1ccc(-c2ccc(OC)cc2[N+](=O)[O-])cc1, CCOC(C)=O, CCO, [H][H]. RXN SMILES: [CH3:1][O:2][C:3](=[O:4])[c:5]1[cH:6][cH:7][c:8](-[c:11]2[c:12]([N+:19]([O-:20])=[O:21])[cH:13][c:14]([O:17][CH3:18])[cH:15][cH:16]2)[cH:9][cH:10]1.[CH3:22][CH2:23][O:24][C:25](=[O:26])[CH3:27].[CH3:30][CH2:31][OH:32].[H:28][H:29]>>[CH3:1][O:2][C:3](=[O:4])[c:5]1[cH:6][cH:7][c:8](-[c:11]2[c:12]([NH2:19])[cH:13][c:14]([O:17][CH3:18])[cH:15][cH:16]2)[cH:9][cH:10]1. Starting materials: CS(=O)(=O)NC1=C2C=CN=CC2=CC=C1 (5-methanesulfonamidoisoquinoline), Cl (hydrochloric acid). The reagents and catalysts are [Pt](=O)=O (platinum dioxide). Run in C(C)O (ethanol). Reaction conditions: time 16 hour. Product: Cl.CS(=O)(=O)NC1=C2CCNCC2=CC=C1 (5-Methanesulfonamido-1,2,3,4-tetrahydroisoquinoline hydrochloride). As a reaction SMILES: [CH3:1][S:2]([NH:5][C:6]1[CH:15]=[CH:14][CH:13]=[C:12]2[C:7]=1[CH:8]=[CH:9][N:10]=[CH:11]2)(=[O:4])=[O:3].[ClH:16]>C(O)C.[Pt](=O)=O>[ClH:16].[CH3:1][S:2]([NH:5][C:6]1[CH:15]=[CH:14][CH:13]=[C:12]2[C:7]=1[CH2:8][CH2:9][NH:10][CH2:11]2)(=[O:3])=[O:4] |f:4.5|. Reported procedure: A solution of 5-methanesulfonamidoisoquinoline (3.50 g, 0.0156 mol) in ethanol (250 ml) was treated with platinum dioxide (1.5 g) and 1N aqueous hydrochloric acid (15.7 ml). The mixture was hydrogenated at a pressure of 414 kPa (60 psi) for 16 hours, after which time the reaction mixture was filtered. The filtrate was evaporated under reduced pressure and triturated with dichloromethane to afford the subtitle compound as a colourless solid. The solid residue from the filtration was taken up into... Reactants: C(CCCCCC(=O)O)(=O)SCCNC(CCNC([C@@H](C(COP(OP(OC[C@@H]1[C@H]([C@H]([C@@H](O1)N1C=NC=2C(N)=NC=NC12)O)OP(=O)(O)O)(=O)O)(=O)O)(C)C)O)=O)=O (pimeloyl-CoA), OC(CC(=O)SCCNC(CCNC([C@@H](C(COP(OP(OC[C@@H]1[C@H]([C@H]([C@@H](O1)N1C=NC=2C(N)=NC=NC12)O)OP(=O)(O)O)(=O)O)(=O)O)(C)C)O)=O)=O)CCCC(=O)O (3-Hydroxypimeloyl-CoA), OC(CC(=O)SCCNC(CCNC([C@@H](C(COP(OP(OC[C@@H]1[C@H]([C@H]([C@@H](O1)N1C=NC=2C(N)=NC=NC12)O)OP(=O)(O)O)(=O)O)(=O)O)(C)C)O)=O)=O)CCCC(=O)O (3-hydroxypimelyl-CoA), C(CC(=O)C)(=O)SCCNC(CCNC([C@@H](C(COP(OP(OC[C@@H]1[C@H]([C@H]([C@@H](O1)N1C=NC=2C(N)=NC=NC12)O)OP(=O)(O)O)(=O)O)(=O)O)(C)C)O)=O)=O (acetoacetyl-CoA). The product is CC(C)(COP(=O)(O)OP(=O)(O)OC[C@@H]1[C@H]([C@H]([C@@H](O1)N2C=NC3=C2N=CN=C3N)O)OP(=O)(O)O)C(C(=O)NCCC(=O)NCCSC(=O)C4=CCCCC4=O)O (6-oxocylohex-1-ene-1-carboxyl-CoA). As a reaction SMILES: [C:1]([S:11][CH2:12][CH2:13][NH:14][C:15](=[O:58])[CH2:16][CH2:17][NH:18][C:19](=[O:57])[C@H:20]([OH:56])[C:21]([CH3:55])([CH3:54])[CH2:22][O:23][P:24]([OH:53])(=[O:52])[O:25][P:26]([OH:51])(=[O:50])[O:27][CH2:28][C@H:29]1[O:33][C@@H:32]([N:34]2[C:43]3[N:42]=[CH:41][N:40]=[C:38]([NH2:39])[C:37]=3[N:36]=[CH:35]2)[C@H:31]([OH:44])[C@@H:30]1[O:45][P:46]([OH:49])([OH:48])=[O:47])(=[O:10])[CH2:2][CH2:3][CH2:4][CH2:5][CH2:6][C:7]([OH:9])=O.OC(CCCC(O)=O)CC(SCCNC(=O)CCNC(=O)[C@H](O)C(C)(C)COP(O)(=O)OP(O)(=O)OC[C@H]1O[C@@H](N2C3N=CN=C(N)C=3N=C2)[C@H](O)[C@@H]1OP(O)(O)=O)=O.C(SCCNC(=O)CCNC(=O)[C@H](O)C(C)(C)COP(O)(=O)OP(O)(=O)OC[C@H]1O[C@@H](N2C3N=CN=C(N)C=3N=C2)[C@H](O)[C@@H]1OP(O)(O)=O)(=O)CC(C)=O>>[CH3:55][C:21]([CH:20]([OH:56])[C:19]([NH:18][CH2:17][CH2:16][C:15]([NH:14][CH2:13][CH2:12][S:11][C:1]([C:2]1[C:7](=[O:9])[CH2:6][CH2:5][CH2:4][CH:3]=1)=[O:10])=[O:58])=[O:57])([CH2:22][O:23][P:24]([O:25][P:26]([O:27][CH2:28][C@H:29]1[O:33][C@@H:32]([N:34]2[C:43]3[N:42]=[CH:41][N:40]=[C:38]([NH2:39])[C:37]=3[N:36]=[CH:35]2)[C@H:31]([OH:44])[C@@H:30]1[O:45][P:46]([OH:48])([OH:49])=[O:47])([OH:51])=[O:50])([OH:53])=[O:52])[CH3:54]. Procedure details: Alternative routes for producing a cyclic compound from 3-hydroxypimeloyl-CoA that do not proceed through pimeloyl-CoA are shown in FIG. 3. This route is found in Geobacter metallireducens and Thauera aromatica, among others, in the direction of beta-oxidation. In the route, the biosynthesis of 3-hydroxypimelyl-CoA proceeds from acetoacetyl-CoA, as described above. 3-Hydroxypimeloyl-CoA is dehydrated to form a cyclic product, 6-oxocylohex-1-ene-1-carboxyl-CoA (6-KCH-CoA). 6-KCH-CoA is then conve... Reaction conditions: time 1 hour. Solvent: ClCCl (dichloromethane). Product: NC1=NC=CC(=N1)C1=C(N=C(S1)C1CCNCC1)C=1C(=C(C=CC1)NS(=O)(=O)C1=COC=C1)F (N-{3-[5-(2-amino-4-pyrimidinyl)-2-(4-piperidinyl)-1,3-thiazol-4-yl]-2-fluorophenyl}-3-furansulfonamide). Procedure details: To a solution of 1,1-dimethylethyl 4-(5-(2-amino-4-pyrimidinyl)-4-{2-fluoro-3-[(3-furanylsulfonyl)amino]phenyl}-1,3-thiazol-2-yl)-1-piperidinecarboxylate (46 mg, 0.077 mmol) in dichloromethane (2 mL) was added TFA (0.5 mL, 6.49 mmol), and the reaction mixture was stirred for 1 h. The reaction mixture was concentrated and the residue was purified using RP-HPLC. The TFA salt was neutralized to give 22 mg of the title compound. MS (ESI): 501.1 [M+1]+. RXN SMILES: [NH2:1][C:2]1[N:7]=[C:6]([C:8]2[S:12][C:11]([CH:13]3[CH2:18][CH2:17][N:16](C(OC(C)(C)C)=O)[CH2:15][CH2:14]3)=[N:10][C:9]=2[C:26]2[CH:31]=[CH:30][CH:29]=[C:28]([NH:32][S:33]([C:36]3[CH:40]=[CH:39][O:38][CH:37]=3)(=[O:35])=[O:34])[C:27]=2[F:41])[CH:5]=[CH:4][N:3]=1.C(O)(C(F)(F)F)=O>ClCCl>[NH2:1][C:2]1[N:7]=[C:6]([C:8]2[S:12][C:11]([CH:13]3[CH2:14][CH2:15][NH:16][CH2:17][CH2:18]3)=[N:10][C:9]=2[C:26]2[C:27]([F:41])=[C:28]([NH:32][S:33]([C:36]3[CH:40]=[CH:39][O:38][CH:37]=3)(=[O:34])=[O:35])[CH:29]=[CH:30][CH:31]=2)[CH:5]=[CH:4][N:3]=1. The yield is 57.1%. Starting materials: NC1=NC=CC(=N1)C1=C(N=C(S1)C1CCN(CC1)C(=O)OC(C)(C)C)C1=C(C(=CC=C1)NS(=O)(=O)C1=COC=C1)F (1,1-dimethylethyl 4-(5-(2-amino-4-pyrimidinyl)-4-{2-fluoro-3-[(3-furanylsulfonyl)amino]phenyl}-1,3-thiazol-2-yl)-1-piperidinecarboxylate), C(=O)(C(F)(F)F)O (TFA).